describe an organic reaction: reactants, conditions, products, and yield From a dataset of the Open Reaction Database (ORD), a public repository of structured organic reaction records. Starting materials: C(C)(=O)O (acetic acid), C(C)(C)(C)OC(=O)N1C(O[C@H]([C@@H]1CC1CCCCC1)C[C@H](C=CC(=O)OCC)C(C)C)(C)C (ethyl (S)-5-[(4S,5S)-3-(t-butoxycarbonyl)-4-(cyclohexylmethyl)-2,2-dimethyl-5-oxazolidinyl]-4-isopropyl-2-pentenoate), ice water, [OH-].[Na+] (sodium hydroxide). Run in CO (methanol). Reaction conditions: time 16 hour. Product: C(C)(C)(C)OC(=O)N1C(O[C@H]([C@@H]1CC1CCCCC1)C[C@H](C=CC(=O)O)C(C)C)(C)C ((S)-5-[(4S,5S)-3-(t-butoxycarbonyl)-4-(cyclohexylmethyl)-2,2-dimethyl-5-oxazolidinyl]-4-isopropyl-2-pentenoic acid). Yield: 74.1%. As a reaction SMILES: [C:1]([O:5][C:6]([N:8]1[C@@H:12]([CH2:13][CH:14]2[CH2:19][CH2:18][CH2:17][CH2:16][CH2:15]2)[C@H:11]([CH2:20][C@@H:21]([CH:29]([CH3:31])[CH3:30])[CH:22]=[CH:23][C:24]([O:26]CC)=[O:25])[O:10][C:9]1([CH3:33])[CH3:32])=[O:7])([CH3:4])([CH3:3])[CH3:2].[OH-].[Na+].C(O)(=O)C>CO>[C:1]([O:5][C:6]([N:8]1[C@@H:12]([CH2:13][CH:14]2[CH2:15][CH2:16][CH2:17][CH2:18][CH2:19]2)[C@H:11]([CH2:20][C@@H:21]([CH:29]([CH3:30])[CH3:31])[CH:22]=[CH:23][C:24]([OH:26])=[O:25])[O:10][C:9]1([CH3:32])[CH3:33])=[O:7])([CH3:4])([CH3:3])[CH3:2] |f:1.2|. Procedure: 1.7 g (3.7 mmol) of ethyl (S)-5-[(4S,5S)-3-(t-butoxycarbonyl)-4-(cyclohexylmethyl)-2,2-dimethyl-5-oxazolidinyl]-4-isopropyl-2-pentenoate are dissolved in 10 ml of methanol, treated with 2 ml (18 mmol) of 28% sodium hydroxide solution and stirred at room temperature for 16 hours. Thereafter, the reaction mixture is poured into ice-water, the pH value is adjusted to 5 with acetic acid and the mixture is extracted with ethyl acetate. The ethyl acetate extracts are dried over magnesium sulphate and ... The reactants are O=C([O-])O, Cl, CN(c1cccc(NC(=O)c2cccc(C(C)(C)C#N)c2)c1)c1ncc2nc(N)sc2n1, [Na+], c1ccncc1, O=C(Cl)c1cccnc1. The product is CN(c1cccc(NC(=O)c2cccc(C(C)(C)C#N)c2)c1)c1ncc2nc(NC(=O)c3cccnc3)sc2n1. RXN SMILES: [C:43](=[O:44])([O-:45])[OH:46].[ClH:33].[NH2:1][c:2]1[s:3][c:4]2[n:5][c:6]([N:11]([c:12]3[cH:13][c:14]([NH:18][C:19]([c:20]4[cH:21][c:22]([C:26]([CH3:27])([CH3:28])[C:29]#[N:30])[cH:23][cH:24][cH:25]4)=[O:31])[cH:15][cH:16][cH:17]3)[CH3:32])[n:7][cH:8][c:9]2[n:10]1.[Na+:47].[cH:48]1[cH:49][cH:50][n:51][cH:52][cH:53]1.[n:34]1[cH:35][c:36]([C:40](=[O:41])[Cl:42])[cH:37][cH:38][cH:39]1>>[NH:1]([c:2]1[s:3][c:4]2[n:5][c:6]([N:11]([c:12]3[cH:13][c:14]([NH:18][C:19]([c:20]4[cH:21][c:22]([C:26]([CH3:27])([CH3:28])[C:29]#[N:30])[cH:23][cH:24][cH:25]4)=[O:31])[cH:15][cH:16][cH:17]3)[CH3:32])[n:7][cH:8][c:9]2[n:10]1)[C:40]([c:36]1[cH:35][n:34][cH:39][cH:38][cH:37]1)=[O:41]. Reactants: C(C)(C)(C)C1=CC=C(C=C1)S(=O)(=O)NC1=NC=NC(=C1OC1=C(C=CC(=C1)OC)Cl)COCCO (4-tert-butyl-N-[5-(2-chloro-5-methoxy-phenoxy)-6-(2-hydroxy-ethoxy-methyl)-pyrimidin-4-yl]-benzenesuiphonamide), S1C=C(C=C1)C(=O)O (3-thiophencarboxylic acid). The product is C(C)(C)(C)C1=CC=C(C=C1)S(=O)(=O)NC1=C(C(=NC=N1)COCCOC(=O)C1=CSC=C1)OC1=C(C=CC(=C1)OC)Cl (thiophene-3-carboxylic acid 2-[6-(4-tert-butyl-phenylsulfonylamino)-5-(2-chloro-5-methoxy-phenoxy)-pyrimidin-4-ylmethoxy]-ethyl ester). As a reaction SMILES: [C:1]([C:5]1[CH:10]=[CH:9][C:8]([S:11]([NH:14][C:15]2[C:20]([O:21][C:22]3[CH:27]=[C:26]([O:28][CH3:29])[CH:25]=[CH:24][C:23]=3[Cl:30])=[C:19]([CH2:31][O:32][CH2:33][CH2:34][OH:35])[N:18]=[CH:17][N:16]=2)(=[O:13])=[O:12])=[CH:7][CH:6]=1)([CH3:4])([CH3:3])[CH3:2].[S:36]1[CH:40]=[CH:39][C:38]([C:41](O)=[O:42])=[CH:37]1>>[C:1]([C:5]1[CH:10]=[CH:9][C:8]([S:11]([NH:14][C:15]2[N:16]=[CH:17][N:18]=[C:19]([CH2:31][O:32][CH2:33][CH2:34][O:35][C:41]([C:38]3[CH:39]=[CH:40][S:36][CH:37]=3)=[O:42])[C:20]=2[O:21][C:22]2[CH:27]=[C:26]([O:28][CH3:29])[CH:25]=[CH:24][C:23]=2[Cl:30])(=[O:12])=[O:13])=[CH:7][CH:6]=1)([CH3:4])([CH3:2])[CH3:3]. Procedure: By reacting 4-tert-butyl-N-[5-(2-chloro-5-methoxy-phenoxy)-6-(2-hydroxy-ethoxy-methyl)-pyrimidin-4-yl]-benzenesuiphonamide with 3-thiophencarboxylic acid there was obtained thiophene-3-carboxylic acid 2-[6-(4-tert-butyl-phenylsulfonylamino)-5-(2-chloro-5-methoxy-phenoxy)-pyrimidin-4-ylmethoxy]-ethyl ester. MS: M=631. Reactants: BrC=1SC(=CN1)C(=O)O (2-Bromo-thiazol-5-carboxylic acid), amine, CCN(C(C)C)C(C)C (DIEA), Formula 4. Product: BrC=1SC(=CN1)C(=O)N (2-bromo-thiazol-5-carboxamide). RXN SMILES: [Br:1][C:2]1[S:3][C:4]([C:7]([OH:9])=O)=[CH:5][N:6]=1.CC[N:12](C(C)C)C(C)C>>[Br:1][C:2]1[S:3][C:4]([C:7]([NH2:12])=[O:9])=[CH:5][N:6]=1. Procedure: Scheme 1 illustrates the synthesis of compounds of Formula 4 and 5. 2-Bromo-thiazol-5-carboxylic acid 1 is reacted with amine 2 in the presence of DMC and DIEA to afford 2-bromo-thiazol-5-carboxamide 3, which without separation is treated with arylboronic acid under Suzuki coupling conditions to give 2-aryl-thiozol-5-carboxamide 4. Reduction of amide 4 with Alane-N,N-dimethylethylamine complex produces compound 5. The reactants are O=C([O-])O, Cc1ccccc1, OCC1CCCCC1, Clc1nc(Cl)nc(Cl)n1, [K+], C1COCCOCCOCCOCCOCCO1. The product is Clc1nc(Cl)nc(OCC2CCCCC2)n1. Reaction SMILES: [C:10](=[O:11])([OH:12])[O-:13].[CH3:41][c:42]1[cH:43][cH:44][cH:45][cH:46][cH:47]1.[CH:33]1([CH2:39][OH:40])[CH2:34][CH2:35][CH2:36][CH2:37][CH2:38]1.[Cl:1][c:2]1[n:3][c:4]([Cl:5])[n:6][c:7]([Cl:8])[n:9]1.[K+:14].[O:15]1[CH2:16][CH2:17][O:18][CH2:19][CH2:20][O:21][CH2:22][CH2:23][O:24][CH2:25][CH2:26][O:27][CH2:28][CH2:29][O:30][CH2:31][CH2:32]1>>[Cl:1][c:2]1[n:3][c:4]([O:40][CH2:39][CH:33]2[CH2:34][CH2:35][CH2:36][CH2:37][CH2:38]2)[n:6][c:7]([Cl:8])[n:9]1.